This data is from the Open Reaction Database (ORD), a public repository of structured organic reaction records. The task is: describe an organic reaction: reactants, conditions, products, and yield Reactants: C(C)SC1=C(C(N(C(N1C)=O)C)=O)C=O (6-(Ethylthio)-1,3-dimethyl-2,4-dioxo-1,2,3,4-tetrahydropyrimidine-5-carbaldehyde), Cl.CON (methoxyamine hydrochloride). The product is CON=CC=1C(N(C(N(C1SCC)C)=O)C)=O (6-(Ethylthio)-1,3-dimethyl-2,4-dioxo-1,2,3,4-tetrahydropyrimidine-5-carbaldehyde O-methyloxime). Reaction SMILES: [CH2:1]([S:3][C:4]1[N:9]([CH3:10])[C:8](=[O:11])[N:7]([CH3:12])[C:6](=[O:13])[C:5]=1[CH:14]=O)[CH3:2].Cl.[CH3:17][O:18][NH2:19]>>[CH3:17][O:18][N:19]=[CH:14][C:5]1[C:6](=[O:13])[N:7]([CH3:12])[C:8](=[O:11])[N:9]([CH3:10])[C:4]=1[S:3][CH2:1][CH3:2] |f:1.2|. Reported procedure: The process described in Method A was followed. 6-(Ethylthio)-1,3-dimethyl-2,4-dioxo-1,2,3,4-tetrahydropyrimidine-5-carbaldehyde (Example 23, Step 1) (0.148 mg, 0.65 mmol) and methoxyamine hydrochloride (0.072 mg, 0.86 mmol) were used to obtain the title compound. The reactants are FC1=C(N)C=C(C=C1)[N+](=O)[O-] (2-fluoro-5-nitroaniline), CN (methylamine). Run in O (water). Product: CNC1=C(N)C=C(C=C1)[N+](=O)[O-] (2-methylamino-5-nitro-aniline). RXN SMILES: F[C:2]1[CH:8]=[CH:7][C:6]([N+:9]([O-:11])=[O:10])=[CH:5][C:3]=1[NH2:4].[CH3:12][NH2:13]>O>[CH3:12][NH:13][C:2]1[CH:8]=[CH:7][C:6]([N+:9]([O-:11])=[O:10])=[CH:5][C:3]=1[NH2:4]. Reported procedure: 12.5 g (0.079 mol) of 2-fluoro-5-nitroaniline and 100 ml methylamine (40% in water) are stirred for 48 hours at ambient temperature. The precipitated product is diluted with water, suction filtered, washed and dried. Reactants: ClCCCN1C2=C(CCC3=C1C=CC=C3)C=CC=C2 (5-(3-chloropropyl)-10,11-dihydro-5H-dibenz[b,f]azepine), [I-].[K+] (potassium iodide), C([O-])([O-])=O.[K+].[K+] (Potassium carbonate), C(C)OC(CC1CCNCC1)=O (4-piperidineacetic acid ethyl ester). Solvent: C(C)C(=O)C (methyl ethyl ketone). Run at temperature 75 celsius, time 8 hour. Yields the product C(C)OC(CC1CCN(CC1)CCCN1C2=C(CCC3=C1C=CC=C3)C=CC=C2)=O (1-(3-(10,11-dihydro-5H-dibenz[b,f]azepin-5-yl)-1-propyl)-4-piperidineacetic acid ethyl ester). As a reaction SMILES: Cl[CH2:2][CH2:3][CH2:4][N:5]1[C:11]2[CH:12]=[CH:13][CH:14]=[CH:15][C:10]=2[CH2:9][CH2:8][C:7]2[CH:16]=[CH:17][CH:18]=[CH:19][C:6]1=2.[I-].[K+].C(=O)([O-])[O-].[K+].[K+].[CH2:28]([O:30][C:31](=[O:39])[CH2:32][CH:33]1[CH2:38][CH2:37][NH:36][CH2:35][CH2:34]1)[CH3:29]>C(C(C)=O)C>[CH2:28]([O:30][C:31](=[O:39])[CH2:32][CH:33]1[CH2:38][CH2:37][N:36]([CH2:2][CH2:3][CH2:4][N:5]2[C:11]3[CH:12]=[CH:13][CH:14]=[CH:15][C:10]=3[CH2:9][CH2:8][C:7]3[CH:16]=[CH:17][CH:18]=[CH:19][C:6]2=3)[CH2:35][CH2:34]1)[CH3:29] |f:1.2,3.4.5|. Procedure: A mixture of 5-(3-chloropropyl)-10,11-dihydro-5H-dibenz[b,f]azepine (1.5 g, 0.0055 mol, prepared similarly as described in example 1) and potassium iodide (5.4 g, 0.0327 mol) in methyl ethyl ketone (100 ml) was heated at reflux temperature for 2.5 h. Potassium carbonate (1.5 g, 0.0109 mol) and 4-piperidineacetic acid ethyl ester (1.4 g, 0.0082 mmol, described in J. Am. Chem. Soc., Vol. 75, 6249, 1953) were added and the reaction mixture was stirred at 75° C. overnight. After cooling, the reactio... The reactants are NC1=C(C(=O)N)C=CC=C1C (2-amino-3-methylbenzamide), C(C(=O)Cl)(=O)Cl (Oxalyl chloride), C(C)(=O)C=1C=CC(=C(C(=O)O)C1)OCC (5-acetyl-2-ethoxybenzoic acid), CN(C=O)C (dimethylformamide). Run in N1=CC=CC=C1 (pyridine), ClCCl (dichloromethane). Reaction conditions: time 3 hour. Product: C(C)(=O)C=1C=CC(=C(C(=O)NC2=C(C(=O)N)C=CC=C2C)C1)OCC (2-(5-Acetyl-ethoxybenzamido)-3-methylbenzamide). The yield is 436.6%. Reaction SMILES: C(Cl)(=O)C(Cl)=O.[C:7]([C:10]1[CH:11]=[CH:12][C:13]([O:19][CH2:20][CH3:21])=[C:14]([CH:18]=1)[C:15]([OH:17])=O)(=[O:9])[CH3:8].CN(C)C=O.[NH2:27][C:28]1[C:36]([CH3:37])=[CH:35][CH:34]=[CH:33][C:29]=1[C:30]([NH2:32])=[O:31]>ClCCl.N1C=CC=CC=1>[C:7]([C:10]1[CH:11]=[CH:12][C:13]([O:19][CH2:20][CH3:21])=[C:14]([CH:18]=1)[C:15]([NH:27][C:28]1[C:36]([CH3:37])=[CH:35][CH:34]=[CH:33][C:29]=1[C:30]([NH2:32])=[O:31])=[O:17])(=[O:9])[CH3:8]. Procedure: Oxalyl chloride (3.66 g, 0.0288 mol) was added dropwise to a stirred solution of 5-acetyl-2-ethoxybenzoic acid (3 g, 0.00144 mol) and dimethylformamide (0.1 ml) in dichloromethane (15 ml). The mixture was stirred at room temperature for 3 hours, then the solvent evaporated under vacuum and the residue azeotroped with hexane (3×50 ml). The crude acyl chloride was dissolved in dichloromethane (20 ml) and the solution added dropwise to a stirred solution of 2-amino-3-methylbenzamide (2.16 g, 0.0144... Reactants: C(C)(=O)OC(C)=O (Acetic anhydride), CN(CCOC1=CC=C(C=C1)C1=CN(C2=CC(=CC=C12)C=1C=C(C=CC1)N)C1=CC=NC=C1)C (3-(3-(4-(2-(dimethylamino)ethoxy)phenyl)-1-(pyridin-4-yl)-1H-indol-6-yl)benzenamine), C([O-])(O)=O.[Na+] (sodium bicarbonate). The solvent is N1=CC=CC=C1 (pyridine). Conditions: time 15 hour. Yields the product CN(CCOC1=CC=C(C=C1)C1=CN(C2=CC(=CC=C12)C=1C=C(C=CC1)NC(C)=O)C1=CC=NC=C1)C (N-(3-(3-(4-(2-(dimethylamino)ethoxy)phenyl)-1-(pyridin-4-yl)-1H-indol-6-yl)phenyl)acetamide). As a reaction SMILES: [C:1](OC(=O)C)(=[O:3])[CH3:2].[CH3:8][N:9]([CH3:41])[CH2:10][CH2:11][O:12][C:13]1[CH:18]=[CH:17][C:16]([C:19]2[C:27]3[C:22](=[CH:23][C:24]([C:28]4[CH:29]=[C:30]([NH2:34])[CH:31]=[CH:32][CH:33]=4)=[CH:25][CH:26]=3)[N:21]([C:35]3[CH:40]=[CH:39][N:38]=[CH:37][CH:36]=3)[CH:20]=2)=[CH:15][CH:14]=1.C(=O)(O)[O-].[Na+]>N1C=CC=CC=1>[CH3:8][N:9]([CH3:41])[CH2:10][CH2:11][O:12][C:13]1[CH:14]=[CH:15][C:16]([C:19]2[C:27]3[C:22](=[CH:23][C:24]([C:28]4[CH:29]=[C:30]([NH:34][C:1](=[O:3])[CH3:2])[CH:31]=[CH:32][CH:33]=4)=[CH:25][CH:26]=3)[N:21]([C:35]3[CH:36]=[CH:37][N:38]=[CH:39][CH:40]=3)[CH:20]=2)=[CH:17][CH:18]=1 |f:2.3|. Reported procedure: Acetic anhydride (4.8 μL, 0.5.1 μmol) was added to a mixture solution of 3-(3-(4-(2-(dimethylamino)ethoxy)phenyl)-1-(pyridin-4-yl)-1H-indol-6-yl)benzenamine (2.2 mg, 4.9 μmol) in pyridine (0.4 mL) at room temperature. After stirring for 15 hours at room temperature, the reaction solution was added to saturated sodium bicarbonate aqueous solution and then extracted with ethyl acetate. The collected organic layer was washed with brine and concentrated under reduced pressure by drying with anhydrou... Starting materials: C1(CC1)COC1=CC(=C(C(=O)OCC2CC2)C(=C1)C)C (cyclopropylmethyl 4-(cyclopropylmethoxy)-2,6-dimethylbenzoate), [OH-].[Na+] (sodium hydroxide), C(C)OCCO (2-ethoxyethanol), Cl (hydrochloric acid), [OH-].[Li+] (lithium hydroxide). Run in CO (methanol), C1CCOC1 (THF). Conditions: time 2 hour. Product: C1(CC1)COC1=CC(=C(C(=O)O)C(=C1)C)C (4-(cyclopropylmethoxy)-2,6-dimethylbenzoic Acid). The yield is 88.6%. As a reaction SMILES: [CH:1]1([CH2:4][O:5][C:6]2[CH:18]=[C:17]([CH3:19])[C:9]([C:10]([O:12]CC3CC3)=[O:11])=[C:8]([CH3:20])[CH:7]=2)[CH2:3][CH2:2]1.[OH-].[Na+].[OH-].[Li+].C(OCCO)C.Cl>CO.C1COCC1>[CH:1]1([CH2:4][O:5][C:6]2[CH:18]=[C:17]([CH3:19])[C:9]([C:10]([OH:12])=[O:11])=[C:8]([CH3:20])[CH:7]=2)[CH2:3][CH2:2]1 |f:1.2,3.4|. Reported procedure: A mixture of cyclopropylmethyl 4-(cyclopropylmethoxy)-2,6-dimethylbenzoate (1.35 g), THF (15 mL), methanol (15 mL) and 1M sodium hydroxide (15 mL) was stirred at room temperature for 2 hr, and then at 70° C. for 2 hr. To the reaction mixture was added 4M lithium hydroxide (10 mL), and the obtained mixture was stirred overnight at 70° C., and then at 100° C. for 2 hr. To the reaction mixture was added 2-ethoxyethanol (10 mL), and the obtained mixture was stirred at 120° C. for 2 days. The reactio... Reactants: O=C(O)c1ccc(F)cc1Cl, Cl, O=[N+]([O-])O, O=S(=O)(O)O. Product: O=C(O)c1cc([N+](=O)[O-])c(F)cc1Cl. RXN SMILES: [Cl:1][c:2]1[c:3]([C:4](=[O:5])[OH:6])[cH:7][cH:8][c:9]([F:11])[cH:10]1.[ClH:21].[OH:12][N+:13]([O-:14])=[O:15].[S:16](=[O:17])(=[O:18])([OH:19])[OH:20]>>[Cl:1][c:2]1[c:3]([C:4](=[O:5])[OH:6])[cH:7][c:8]([N+:13](=[O:12])[O-:14])[c:9]([F:11])[cH:10]1.